From a dataset of the Open Reaction Database (ORD), a public repository of structured organic reaction records. describe an organic reaction: reactants, conditions, products, and yield Reactants: [H-].[Na+] (Sodium hydride), [Cl-].FC1=CC=[NH+]C=C1 (4-fluoropyridinium chloride), CN(C)C=O (DMF), ClC=1C=NC(=NC1)N1CCC(CC1)[C@H]1[C@@H](C1)CCO (rac-trans 2-{2-[1-(5-chloropyrimidin-2-yl)piperidin-4-yl]cyclopropyl}ethanol). The solvent is C(C)(=O)OCC (ethyl acetate). Conditions: time 5 minute. The product is ClC=1C=NC(=NC1)N1CCC(CC1)[C@H]1[C@@H](C1)CCOC1=CC=NC=C1 (rac-trans-5-chloro-2-(4-{2-[2-(pyridin-4-yloxy)ethyl]cyclopropyl}piperidin-1-yl)pyrimidine). Reaction SMILES: [H-].[Na+].CN(C=O)C.[Cl:8][C:9]1[CH:10]=[N:11][C:12]([N:15]2[CH2:20][CH2:19][CH:18]([C@@H:21]3[CH2:23][C@H:22]3[CH2:24][CH2:25][OH:26])[CH2:17][CH2:16]2)=[N:13][CH:14]=1.[Cl-].F[C:29]1[CH:34]=[CH:33][NH+:32]=[CH:31][CH:30]=1>C(OCC)(=O)C>[Cl:8][C:9]1[CH:10]=[N:11][C:12]([N:15]2[CH2:20][CH2:19][CH:18]([C@@H:21]3[CH2:23][C@H:22]3[CH2:24][CH2:25][O:26][C:29]3[CH:34]=[CH:33][N:32]=[CH:31][CH:30]=3)[CH2:17][CH2:16]2)=[N:13][CH:14]=1 |f:0.1,4.5|. Procedure: Sodium hydride (100%, 20 mg, 0.85 mmol) was weighed into a vial, DMF (anhydrous, 2.1 mL) was added, followed by addition of rac-trans 2-{2-[1-(5-chloropyrimidin-2-yl)piperidin-4-yl]cyclopropyl}ethanol (60 mg, 0.21 mmol) and the mixture stirred at room temperature for 5 min. The 4-fluoropyridinium chloride was then added and stirred at room temperature for 10 min. The mixture was heated to 50° C. for 1.5 hours, cooled to room temperature, and diluted with ethyl acetate (5 mL), quenched with satur... Reactants: CN(CCO)Cc1ccccc1, ClCCl, CCOC(C)=O, CN(C)C=O, CC1=C(C(=O)O)C(c2ccccc2C(F)(F)F)c2c(ccnc2OC(C)C)N1, O=C(Cl)C(=O)Cl, [Na+], [OH-], O, O=C(O)C=CC(=O)O, c1ccncc1. Yields the product CC1=C(C(=O)OCCN(C)Cc2ccccc2)C(c2ccccc2C(F)(F)F)c2c(ccnc2OC(C)C)N1. RXN SMILES: [CH2:35]([c:36]1[cH:37][cH:38][cH:39][cH:40][cH:41]1)[N:42]([CH3:43])[CH2:44][CH2:45][OH:46].[CH2:70]([Cl:71])[Cl:72].[CH3:57][CH2:58][O:59][C:60](=[O:61])[CH3:62].[CH3:73][N:74]([CH3:75])[CH:76]=[O:77].[CH:7]([CH3:8])([CH3:9])[O:10][c:11]1[c:12]2[c:17]([cH:18][cH:19][n:20]1)[NH:16][C:15]([CH3:21])=[C:14]([C:22](=[O:23])[OH:24])[CH:13]2[c:25]1[c:26]([C:31]([F:32])([F:33])[F:34])[cH:27][cH:28][cH:29][cH:30]1.[Cl:1][C:2]([C:3]([Cl:4])=[O:5])=[O:6].[Na+:48].[OH-:47].[OH2:69].[OH:49][C:50]([CH:51]=[CH:52][C:53](=[O:54])[OH:55])=[O:56].[cH:63]1[cH:64][cH:65][n:66][cH:67][cH:68]1>>[CH:7]([CH3:8])([CH3:9])[O:10][c:11]1[c:12]2[c:17]([cH:18][cH:19][n:20]1)[NH:16][C:15]([CH3:21])=[C:14]([C:22]([O:23][CH2:45][CH2:44][N:42]([CH2:35][c:36]1[cH:37][cH:38][cH:39][cH:40][cH:41]1)[CH3:43])=[O:24])[CH:13]2[c:25]1[c:26]([C:31]([F:32])([F:33])[F:34])[cH:27][cH:28][cH:29][cH:30]1. The reactants are CCO, NN, CC(C)C(=O)NCCCn1c(CON2C(=O)c3ccccc3C2=O)nc2c(N)nc3cccnc3c21. The product is CC(C)C(=O)NCCCn1c(CON)nc2c(N)nc3cccnc3c21. As a reaction SMILES: [CH3:39][CH2:40][OH:41].[NH2:1][NH2:2].[NH2:3][c:4]1[n:5][c:6]2[cH:7][cH:8][cH:9][n:10][c:11]2[c:12]2[c:13]1[n:14][c:15]([CH2:26][O:27][N:28]1[C:29](=[O:30])[c:31]3[c:32]([cH:33][cH:34][cH:35][cH:36]3)[C:37]1=[O:38])[n:16]2[CH2:17][CH2:18][CH2:19][NH:20][C:21]([CH:22]([CH3:23])[CH3:24])=[O:25]>>[NH2:3][c:4]1[n:5][c:6]2[cH:7][cH:8][cH:9][n:10][c:11]2[c:12]2[c:13]1[n:14][c:15]([CH2:26][O:27][NH2:28])[n:16]2[CH2:17][CH2:18][CH2:19][NH:20][C:21]([CH:22]([CH3:23])[CH3:24])=[O:25]. The reactants are BrC1=CC(=C(C=C1)C(=O)N1[C@@H](CCC1)CN1CCCC1)C(F)(F)F ((4-bromo-2-trifluoromethyl-phenyl)-(2-(S)-pyrrolidin-1-ylmethyl-pyrrolidin-1-yl)-methanone), N1=CC=C(C=C1)B(O)O (pyridine-4-boronic acid). Yields the product N1=CC=C(C=C1)C=1C=CC(=C(C1)C(=O)N1[C@@H](CCC1)CN1CCCC1)C(F)(F)F ((5-Pyridin-4-yl-2-trifluoromethyl-phenyl)-(2-(S)-pyrrolidin-1-ylmethyl-pyrrolidin-1-yl)-methanone). As a reaction SMILES: Br[C:2]1[CH:7]=[CH:6][C:5]([C:8]([N:10]2[CH2:14][CH2:13][CH2:12][C@H:11]2[CH2:15][N:16]2[CH2:20][CH2:19][CH2:18][CH2:17]2)=[O:9])=[C:4]([C:21]([F:24])([F:23])[F:22])[CH:3]=1.[N:25]1[CH:30]=[CH:29][C:28](B(O)O)=[CH:27][CH:26]=1>>[N:25]1[CH:30]=[CH:29][C:28]([C:7]2[CH:2]=[CH:3][C:4]([C:21]([F:24])([F:23])[F:22])=[C:5]([C:8]([N:10]3[CH2:14][CH2:13][CH2:12][C@H:11]3[CH2:15][N:16]3[CH2:20][CH2:19][CH2:18][CH2:17]3)=[O:9])[CH:6]=2)=[CH:27][CH:26]=1. Reported procedure: The title compound is prepared in a manner substantially analogous to Example 14 via Procedure F′ from (4-bromo-2-trifluoromethyl-phenyl)-(2-(S)-pyrrolidin-1-ylmethyl-pyrrolidin-1-yl)-methanone and pyridine-4-boronic acid. MS (FIA) 404 (MH+) Reactants: CCCCCC, CC(C)(C)C(=O)C(N)=O, CC(N)c1ccccc1. Yields the product CC(N=C(C(N)=O)C(C)(C)C)c1ccccc1. Reaction SMILES: [CH3:19][CH2:20][CH2:21][CH2:22][CH2:23][CH3:24].[CH3:1][C:2]([C:3]([C:4](=[O:5])[NH2:6])=[O:7])([CH3:8])[CH3:9].[c:10]1([CH:16]([CH3:17])[NH2:18])[cH:11][cH:12][cH:13][cH:14][cH:15]1>>[CH3:1][C:2]([C:3]([C:4](=[O:5])[NH2:6])=[N:18][CH:16]([c:10]1[cH:11][cH:12][cH:13][cH:14][cH:15]1)[CH3:17])([CH3:8])[CH3:9]. Reactants: Cl (HCl), N1CCCCC1 (Piperidine), COC=1C=C(C=O)C=CC1OC (3,4-dimethoxybenzaldehyde), C(=O)(O)CC(=O)NC=1C(=CC2=CC=CC=C2C1)C(=O)O (3-(2-carboxyacetamido)-2-naphthoic acid). Run in C1(=CC=CC=C1)C (toluene). Product: COC=1C=C(C=CC1OC)/C=C/C(=O)NC=1C(=CC2=CC=CC=C2C1)C(=O)O ((E)-3-[[3-(3,4-Dimethoxyphenyl)-1-oxo-2-propenyl]amino]-2-naphthoic acid). Yield: 67.6%. RXN SMILES: N1CCCCC1.[CH3:7][O:8][C:9]1[CH:10]=[C:11]([CH:14]=[CH:15][C:16]=1[O:17][CH3:18])[CH:12]=O.C([CH2:22][C:23]([NH:25][C:26]1[C:27]([C:36]([OH:38])=[O:37])=[CH:28][C:29]2[C:34]([CH:35]=1)=[CH:33][CH:32]=[CH:31][CH:30]=2)=[O:24])(O)=O.Cl>C1(C)C=CC=CC=1>[CH3:7][O:8][C:9]1[CH:10]=[C:11](/[CH:12]=[CH:22]/[C:23]([NH:25][C:26]2[C:27]([C:36]([OH:38])=[O:37])=[CH:28][C:29]3[C:34]([CH:35]=2)=[CH:33][CH:32]=[CH:31][CH:30]=3)=[O:24])[CH:14]=[CH:15][C:16]=1[O:17][CH3:18]. Reported procedure: Piperidine (0.23 mL, 2.3 mmol) was added to a suspension of 3,4-dimethoxybenzaldehyde (0.38 g, 2.3 mmol) and 3-(2-carboxyacetamido)-2-naphthoic acid (0.56 g, 2.0 mmol) in toluene (5.0 mL) and treated according to Procedure 2, acidifying with 1 M HCl. (E)-3-[[3-(3,4-Dimethoxyphenyl)-1-oxo-2-propenyl]amino]-2-naphthoic acid (0.51 g, 66%) was obtained as a yellow crystalline solid; mp 212-213° C.; δH (400 MHz, DMSO-d6) 3.80 (s, 3H, OCH3), 3.84 (s, 3H, OCH3), 6.82 (d, J=15.6 Hz, 1H, CH═CHCO), 6.99 (...